This data is from the Open Reaction Database (ORD), a public repository of structured organic reaction records. The task is: describe an organic reaction: reactants, conditions, products, and yield Reactants: CCCC[N+](CCCC)(CCCC)CCCC, CI, [K+], [OH-], O, O=S(=O)([O-])O, Sc1n[nH]c(-c2cccnc2)n1. Product: CSc1n[nH]c(-c2cccnc2)n1. RXN SMILES: [CH2:23]([N+:24]([CH2:25][CH2:26][CH2:27][CH3:28])([CH2:29][CH2:30][CH2:31][CH3:32])[CH2:33][CH2:34][CH2:35][CH3:36])[CH2:37][CH2:38][CH3:39].[CH3:15][I:16].[K+:14].[OH-:13].[OH2:17].[S:18]([O-:19])([OH:20])(=[O:21])=[O:22].[SH:1][c:2]1[n:3][nH:4][c:5](-[c:7]2[cH:8][n:9][cH:10][cH:11][cH:12]2)[n:6]1>>[S:1]([c:2]1[n:3][nH:4][c:5](-[c:7]2[cH:8][n:9][cH:10][cH:11][cH:12]2)[n:6]1)[CH3:15]. The reactants are N[C@@H]1CCCC=2C(=CN=CC12)C=1C=C2CCC(N(C2=CC1)C)=O ((R)-6-(8-Amino-5,6,7,8-tetrahydroisoquinolin-4-yl)-1-methyl-3,4-dihydroquinolin-2(1H)-one), C1(CC1)S(=O)(=O)Cl (cyclopropanesulfonyl chloride). The product is CN1C(CCC2=CC(=CC=C12)C1=CN=CC=2[C@@H](CCCC12)NS(=O)(=O)C1CC1)=O (Cyclopropanesulfonic acid [(R)-4-(1-methyl-2-oxo-1,2,3,4-tetrahydro-quinolin-6-yl)-5,6,7,8-tetrahydro-isoquinolin-8-yl]-amide). Reaction SMILES: [NH2:1][C@H:2]1[C:11]2[CH:10]=[N:9][CH:8]=[C:7]([C:12]3[CH:13]=[C:14]4[C:19](=[CH:20][CH:21]=3)[N:18]([CH3:22])[C:17](=[O:23])[CH2:16][CH2:15]4)[C:6]=2[CH2:5][CH2:4][CH2:3]1.[CH:24]1([S:27](Cl)(=[O:29])=[O:28])[CH2:26][CH2:25]1>>[CH3:22][N:18]1[C:19]2[C:14](=[CH:13][C:12]([C:7]3[C:6]4[CH2:5][CH2:4][CH2:3][C@@H:2]([NH:1][S:27]([CH:24]5[CH2:26][CH2:25]5)(=[O:29])=[O:28])[C:11]=4[CH:10]=[N:9][CH:8]=3)=[CH:21][CH:20]=2)[CH2:15][CH2:16][C:17]1=[O:23]. Reported procedure: In analogy to the procedure described for the preparation of example 4, reaction of (R)-6-(8-amino-5,6,7,8-tetrahydroisoquinolin-4-yl)-1-methyl-3,4-dihydroquinolin-2(1H)-one (example 61) with cyclopropanesulfonyl chloride gave the title compound as colorless solid. MS: 412.5 (M+H+). Reactants: CN1CCNCC1, Cc1csc2c(C(=O)O)c(=O)c3cc(F)c(Cl)cc3n12, c1ccncc1. The product is Cc1csc2c(C(=O)O)c(=O)c3cc(N4CCN(C)CC4)c(Cl)cc3n12. Reaction SMILES: [CH3:21][N:22]1[CH2:23][CH2:24][NH:25][CH2:26][CH2:27]1.[Cl:1][c:2]1[c:3]([F:20])[cH:4][c:5]2[c:6](=[O:19])[c:7]([C:16](=[O:17])[OH:18])[c:8]3[n:9]([c:10]2[cH:11]1)[c:12]([CH3:15])[cH:13][s:14]3.[cH:28]1[cH:29][cH:30][n:31][cH:32][cH:33]1>>[Cl:1][c:2]1[c:3]([N:25]2[CH2:24][CH2:23][N:22]([CH3:21])[CH2:27][CH2:26]2)[cH:4][c:5]2[c:6](=[O:19])[c:7]([C:16](=[O:17])[OH:18])[c:8]3[n:9]([c:10]2[cH:11]1)[c:12]([CH3:15])[cH:13][s:14]3. The reactants are CN1C(=O)NC(=O)C1 (1-methylhydantoin), C([O-])([O-])=O.[K+].[K+] (potassium carbonate), COC(CCBr)OC (3-bromo-propionaldehyd-dimethylacetal). Run in CS(=O)C (dimethylsulfoxid). Conditions: temperature 5 celsius. The product is COC(CCN1C(N(CC1=O)C)=O)OC (3-(3,3-dimethoxy-propyl)-1-methyl-imidazolidin-2,4-dione). Reaction SMILES: [CH3:1][N:2]1[CH2:8][C:6](=[O:7])[NH:5][C:3]1=[O:4].C(=O)([O-])[O-].[K+].[K+].[CH3:15][O:16][CH:17]([O:21][CH3:22])[CH2:18][CH2:19]Br>CS(C)=O>[CH3:15][O:16][CH:17]([O:21][CH3:22])[CH2:18][CH2:19][N:5]1[C:6](=[O:7])[CH2:8][N:2]([CH3:1])[C:3]1=[O:4] |f:1.2.3|. Procedure details: 13.24 g (116 mmol) 1-methylhydantoin, 19.34 g (140 mmol) waterfree potassium carbonate and 29.2 g (3-bromo-propionaldehyd-dimethylacetal are allowed to react in 90 ml dimethylsulfoxid for 3 hours and 25 minutes at 112°-115° C. The reaction mixture is subsequently cooled to 5° C. and filtered with suction. The filtrate is evaporated in a rotary evaporator and the liquid crude product is purified by fractional distillation in vacuo to give 12.44 g (49.6% of theory) liquid 3-(3,3-dimethoxy-propyl)-... Starting materials: N(=C=O)C(C)C (2-isocyanatopropane), NC1=NC=CC(=C1)NC(C1=C(C=CC=C1Cl)Cl)=O (N-(2-aminopyridin-4-yl)-2,6-dichlorobenzamide), C(C)(C)N(CC)C(C)C (diisopropylethylamine). Run in ClCCCl (1,2-dichloroethane). Run at temperature 60 celsius, time 3 hour. Product: ClC1=C(C(=O)NC2=CC(=NC=C2)NC(=O)NC(C)C)C(=CC=C1)Cl (2,6-dichloro-N-(2-(3-isopropylureido)pyridin-4-yl)benzamide). The yield is 40.0%. Reaction SMILES: [N:1]([CH:4]([CH3:6])[CH3:5])=[C:2]=[O:3].[NH2:7][C:8]1[CH:13]=[C:12]([NH:14][C:15](=[O:24])[C:16]2[C:21]([Cl:22])=[CH:20][CH:19]=[CH:18][C:17]=2[Cl:23])[CH:11]=[CH:10][N:9]=1.C(N(C(C)C)CC)(C)C>ClCCCl>[Cl:22][C:21]1[CH:20]=[CH:19][CH:18]=[C:17]([Cl:23])[C:16]=1[C:15]([NH:14][C:12]1[CH:11]=[CH:10][N:9]=[C:8]([NH:7][C:2]([NH:1][CH:4]([CH3:6])[CH3:5])=[O:3])[CH:13]=1)=[O:24]. Reported procedure: A mixture of 2-isocyanatopropane (0.050 g, 0.59 mmol), N-(2-aminopyridin-4-yl)-2,6-dichlorobenzamide (0.047 g, 0.17 mmol) and diisopropylethylamine (50 mg, 0.39 mmol) in 1,2-dichloroethane (3.0 mL) was stirred at 60° C. for 3 hours. The mixture was concentrated under reduced pressure, and the residue was purified via prep-HPLC (Gilson GX 281, Shim-pack PRC-ODS 250 mm×20 mm×2, gradient: CH3CN/10 mm/L NH4HCO3, 17 min) to give the desired product as a white solid (0.025 g, yield: 41%). 1H NMR (DMSO... Run at time 1 hour. Run in CN(C)C=O (DMF). RXN SMILES: [N+:1]([C:4]1[CH:9]=[CH:8][CH:7]=[CH:6][C:5]=1[OH:10])([O-:3])=[O:2].[F-].[Cs+].S(C1C=CC([N+]([O-])=O)=CC=1)(O[CH2:17][C@H:18]1[O:20][CH2:19]1)(=O)=O.O>CN(C=O)C>[N+:1]([C:4]1[CH:9]=[CH:8][CH:7]=[CH:6][C:5]=1[O:10][CH2:17][C@H:18]1[O:20][CH2:19]1)([O-:3])=[O:2] |f:1.2|. Starting materials: O (Water), [N+](=O)([O-])C1=C(C=CC=C1)O (2-Nitrophenol), S(=O)(=O)(OC[C@@H]1CO1)C1=CC=C([N+](=O)[O-])C=C1 ((S)-glycidyl nosylate), [F-].[Cs+] (Cesium fluoride). The yield is 93.9%. The product is [N+](=O)([O-])C1=C(C=CC=C1)OC[C@@H]1CO1 ((S)-glycidyl o-nitrophenyl ether). Reported procedure: 2-Nitrophenol (0.92 g, 6.6 mmol) was dissolved in 5 ml anhydrous DMF. Cesium fluoride (3.02 g, 19.9 mmol) was added to the reaction. The reaction mixture was stirred for 1 hour at room temperature and (S)-glycidyl nosylate (1.71 g, 6.6 mmol) was added. The reaction was stirred for 16 hours at room temperature. Water (150 ml) was added, and the solution was extracted with ethylacetate. The organic phase was dried over MgSO4 and evaporated. The residue was purified with column chromatograph using ...